Dataset: the Open Reaction Database (ORD), a public repository of structured organic reaction records. Task: describe an organic reaction: reactants, conditions, products, and yield Starting materials: C(C)[Mg]Br (ethyl magnesium bromide), C1(CCCCCN1)=O (caprolactam). The solvent is C(C)OCC (ethyl ether). Product: C1(CCCCCN1)=O.Br[Mg] (bromomagnesium caprolactam). RXN SMILES: C([Mg:3][Br:4])C.[C:5]1(=[O:12])[NH:11][CH2:10][CH2:9][CH2:8][CH2:7][CH2:6]1>C(OCC)C>[C:5]1(=[O:12])[NH:11][CH2:10][CH2:9][CH2:8][CH2:7][CH2:6]1.[Br:4][Mg:3] |f:3.4|. Reported procedure: At the same time a solution of bromomagnesium caprolactam was prepared from a mixture of 20.6 mL of ethyl magnesium bromide, 2.0 molar in ethyl ether, and 104.74 q of caprolactam.